This data is from the Open Reaction Database (ORD), a public repository of structured organic reaction records. The task is: describe an organic reaction: reactants, conditions, products, and yield Starting materials: CN(/C=C/C(=O)C1=NN(C=CC1=O)C1=CC=CC=C1)C (3-((E)-3-Dimethylamino-acryloyl)-1-phenyl-1H-pyridazin-4-one), COC1=C(C=CC=C1)NN (2-methoxy-phenylhydrazine), Cl (HCl). Product: COC1=C(C=CC=C1)N1N=CC=C1C1=NN(C=CC1=O)C1=CC=CC=C1 (3-[2-(2-Methoxy-phenyl)-2H-pyrazol-3-yl]-1-phenyl-1H-pyridazin-4-one). Yield: 61.0%. Reaction SMILES: C[N:2](C)/[CH:3]=[CH:4]/[C:5]([C:7]1[C:12](=[O:13])[CH:11]=[CH:10][N:9]([C:14]2[CH:19]=[CH:18][CH:17]=[CH:16][CH:15]=2)[N:8]=1)=O.[CH3:21][O:22][C:23]1[CH:28]=[CH:27][CH:26]=[CH:25][C:24]=1[NH:29]N.Cl>>[CH3:21][O:22][C:23]1[CH:28]=[CH:27][CH:26]=[CH:25][C:24]=1[N:29]1[C:5]([C:7]2[C:12](=[O:13])[CH:11]=[CH:10][N:9]([C:14]3[CH:19]=[CH:18][CH:17]=[CH:16][CH:15]=3)[N:8]=2)=[CH:4][CH:3]=[N:2]1. Procedure: The product was obtained starting from 3-((E)-3-Dimethylamino-acryloyl)-1-phenyl-1H-pyridazin-4-one (A-1) and 2-methoxy-phenylhydrazine×HCl according to the method described for Example 1 in 61% yield. MS: M=345.1 (M+H)+ Starting materials: FC1=C(CN2N=C(C=3C2=NC=CC3)C3=NC=C(C(=N3)O)C(=O)OC)C=CC=C1 (Methyl 2-[1-(2-fluorobenzyl)-1H-pyrazolo[3,4-b]pyridin-3-yl]-4-hydroxypyrimidine-5-carboxylate), P(=O)(Cl)(Cl)Cl (phosphoryl chloride), CCN(CC)C=1C=CC=CC1 (diethylaniline). Yields the product ClC1=NC(=NC=C1C(=O)OC)C1=NN(C2=NC=CC=C21)CC2=C(C=CC=C2)F (Methyl 4-chloro-2-[1-(2-fluorobenzyl)-1H-pyrazolo[3,4-b]pyridin-3-yl]pyrimidine-5-carboxylate). Reaction SMILES: [F:1][C:2]1[CH:28]=[CH:27][CH:26]=[CH:25][C:3]=1[CH2:4][N:5]1[C:9]2=[N:10][CH:11]=[CH:12][CH:13]=[C:8]2[C:7]([C:14]2[N:19]=[C:18](O)[C:17]([C:21]([O:23][CH3:24])=[O:22])=[CH:16][N:15]=2)=[N:6]1.P(Cl)(Cl)([Cl:31])=O.CCN(C1C=CC=CC=1)CC>>[Cl:31][C:18]1[C:17]([C:21]([O:23][CH3:24])=[O:22])=[CH:16][N:15]=[C:14]([C:7]2[C:8]3[C:9](=[N:10][CH:11]=[CH:12][CH:13]=3)[N:5]([CH2:4][C:3]3[CH:25]=[CH:26][CH:27]=[CH:28][C:2]=3[F:1])[N:6]=2)[N:19]=1. Procedure: 6.54 g (17.2 mmol) of methyl 2-[1-(2-fluorobenzyl)-1H-pyrazolo[3,4-b]pyridin-3-yl]-4-hydroxypyrimidine-5-carboxylate (example 105A) were taken up in 26.5 ml (284 mmol) of phosphoryl chloride. Then 5.95 g (34.5 mmol) of diethylaniline were added and the mixture was reacted at 90° C. for 60 min. After cooling, the precipitate formed was filtered off and washed with water. Then it was dried under high vacuum. Thus, 6.11 g (78% of theory) of the target compound were obtained. Starting materials: solid, BrC=1C=CC=2N(C1)C(=CN2)C2=C(C=C(C=C2)F)F (6-bromo-3-(2,4-difluoro-phenyl)-imidazo[1,2-a]pyridine), BrC=1C=CC=2N(C1)C(=CN2)C2=C(C=C(C=C2)F)F (6-bromo-3-(2,4-difluoro-phenyl)-imidazo[1,2-a]pyridine), ClC1=CC=C(C=C1)N1N=CC=C1B1OC(C(O1)(C)C)(C)C (1-(4-chloro-phenyl)-5-(4,4,5,5-tetramethyl-[1,3,2]dioxaborolan-2-yl)-1H-pyrazole), ClC1=CC=C(C=C1)N1N=CC=C1B1OC(C(O1)(C)C)(C)C (1-(4-chloro-phenyl)-5-(4,4,5,5-tetramethyl-[1,3,2]dioxaborolan-2-yl)-1H-pyrazole). The product is ClC1=CC=C(C=C1)N1N=CC=C1C=1C=CC=2N(C1)C(=CN2)C2=C(C=C(C=C2)F)F (6-[2-(4-Chloro-phenyl)-2H-pyrazol-3-yl]-3-(2,4-difluoro-phenyl)-imidazo[1,2-a]pyridine). As a reaction SMILES: Br[C:2]1[CH:3]=[CH:4][C:5]2[N:6]([C:8]([C:11]3[CH:16]=[CH:15][C:14]([F:17])=[CH:13][C:12]=3[F:18])=[CH:9][N:10]=2)[CH:7]=1.[Cl:19][C:20]1[CH:25]=[CH:24][C:23]([N:26]2[C:30](B3OC(C)(C)C(C)(C)O3)=[CH:29][CH:28]=[N:27]2)=[CH:22][CH:21]=1>>[Cl:19][C:20]1[CH:21]=[CH:22][C:23]([N:26]2[C:30]([C:2]3[CH:3]=[CH:4][C:5]4[N:6]([C:8]([C:11]5[CH:16]=[CH:15][C:14]([F:17])=[CH:13][C:12]=5[F:18])=[CH:9][N:10]=4)[CH:7]=3)=[CH:29][CH:28]=[N:27]2)=[CH:24][CH:25]=1. Procedure: The title compound, white solid (40 mg, 30%), MS (ISP) m/z=407.4 [(M+H)+], mp 152° C., was prepared in accordance with the general method of example 1 from 6-bromo-3-(2,4-difluoro-phenyl)-imidazo[1,2-a]pyridine (intermediate K) (0.1 g, 0.324 mmol) and 1-(4-chloro-phenyl)-5-(4,4,5,5-tetramethyl-[1,3,2]dioxaborolan-2-yl)-1H-pyrazole (intermediate B) (0.12 g, 0.39 mmol).